This data is from the Open Reaction Database (ORD), a public repository of structured organic reaction records. The task is: describe an organic reaction: reactants, conditions, products, and yield The reactants are Cl (hydrochloric acid), C(C)C(C(=O)NOC1OCCCC1)(CCN1C(C=C(C=C1)C1=CC=CC=C1)=O)S(=O)(=O)C (2-ethyl-2-(methylsulfonyl)-4-(2-oxo-4-phenylpyridin-1(2H)-yl)-N-(tetrahydro-2H-pyran-2-yloxy)butanamide). The solvent is ClCCl (dichloromethane), CO (methanol). Conditions: time 2 hour. The product is C(C)C(C(=O)NO)(CCN1C(C=C(C=C1)C1=CC=CC=C1)=O)S(=O)(=O)C (2-Ethyl-N-hydroxy-2-(methylsulfonyl)-4-(2-oxo-4-phenylpyridin-1(2H)-yl)butanamide). Yield: 26.4%. Reaction SMILES: Cl.[CH2:2]([C:4]([S:30]([CH3:33])(=[O:32])=[O:31])([CH2:15][CH2:16][N:17]1[CH:22]=[CH:21][C:20]([C:23]2[CH:28]=[CH:27][CH:26]=[CH:25][CH:24]=2)=[CH:19][C:18]1=[O:29])[C:5]([NH:7][O:8]C1CCCCO1)=[O:6])[CH3:3]>ClCCl.CO>[CH2:2]([C:4]([S:30]([CH3:33])(=[O:32])=[O:31])([CH2:15][CH2:16][N:17]1[CH:22]=[CH:21][C:20]([C:23]2[CH:28]=[CH:27][CH:26]=[CH:25][CH:24]=2)=[CH:19][C:18]1=[O:29])[C:5]([NH:7][OH:8])=[O:6])[CH3:3]. Procedure details: A solution of hydrochloric acid (0.5 mL, 4.0 M in 1,4-dioxane) was added dropwise to a solution of 2-ethyl-2-(methylsulfonyl)-4-(2-oxo-4-phenylpyridin-1(2H)-yl)-N-(tetrahydro-2H-pyran-2-yloxy)butanamide (45 mg, 0.1 mmol) in dichloromethane (0.5 mL) and methanol (0.1 mL) at 0° C. After 2 h, the reaction was concentrated under reduced pressure. The resulting residue was triturated with diethyl ether, filtered, washed with heptane, and dried under reduced pressure to provide an off-white solid (10 ... The reactants are [O-]Cl=O.[Na+] (NaClO2), NaH2PO4, [OH-].[Na+] (sodium hydroxide), ClC1=C(C=CC=C1)N1N=C(C=C1C=1OC=CC1)C(F)(F)F (1-(2-chlorophenyl)-5-(2-furanyl)-3-(trifluoromethyl)-1H-pyrazole), Cl[O-].[Na+] (Sodium hypochlorite). Solvent: O (water), O (water), C(C)#N (acetonitrile). Reaction conditions: time 1 hour. Yields the product ClC1=C(C=CC=C1)N1N=C(C=C1C(=O)O)C(F)(F)F (1-(2-chlorophenyl)-3-(trifluoromethyl)-1H-pyrazole-5-carboxylic acid). RXN SMILES: [Cl:1][C:2]1[CH:7]=[CH:6][CH:5]=[CH:4][C:3]=1[N:8]1[C:12]([C:13]2[O:14]C=CC=2)=[CH:11][C:10]([C:18]([F:21])([F:20])[F:19])=[N:9]1.Cl[O-].[Na+].[O-:25]Cl=O.[Na+].[OH-].[Na+]>C(#N)C.O>[Cl:1][C:2]1[CH:7]=[CH:6][CH:5]=[CH:4][C:3]=1[N:8]1[C:12]([C:13]([OH:14])=[O:25])=[CH:11][C:10]([C:18]([F:21])([F:20])[F:19])=[N:9]1 |f:1.2,3.4,5.6|. Reported procedure: A sample of the crude product from Step A (approximately 89%, 56.0 g, 0.18 mole) was dissolved in acetonitrile (400 mL) and a solution of NaH2PO4 (120 g, 0.87 mole) in 520 mL of water was added. Sodium hypochlorite solution (5.25% in water, 128 g, 2.6 mole) was added dropwise over 10–15 minutes. The orange solution was maintained at room temperature for 30 minutes. The reaction mixture was cooled in an ice bath and a solution of NaClO2 in 560 mL of water was added dropwise, keeping the temperatu... The reactants are C(C1=CC=CC=C1)N1C([C@H](CC1)N)=O ((S)—N-benzyl-3-aminopyrrolidinone), C(C)(=O)C1=CC=CC=C1 (acetophenone), P(=O)([O-])([O-])[O-].[K+].[K+].[K+] (potassium phosphate), C(C1=CC=CC=C1)N1C([C@H](CC1)N)=O ((S)—N-benzyl-3-aminopyrrolidinone), COC1=CC=C2CC[C@@H](CC2=C1)N ((S)-7-methoxy-2-aminotetralin). Solvent: Cl (hydrochloric acid). Product: C(C1=CC=CC=C1)N1C[C@H](CC1)N ((S)—N-benzyl-3-aminopyrrolidine). Reaction SMILES: [CH2:1]([N:8]1[CH2:12][CH2:11][C@H:10]([NH2:13])[C:9]1=O)[C:2]1[CH:7]=[CH:6][CH:5]=[CH:4][CH:3]=1.P([O-])([O-])([O-])=O.[K+].[K+].[K+].C(C1C=CC=CC=1)(=O)C.COC1C=C2C(CC[C@H](N)C2)=CC=1>Cl>[CH2:1]([N:8]1[CH2:12][CH2:11][C@H:10]([NH2:13])[CH2:9]1)[C:2]1[CH:3]=[CH:4][CH:5]=[CH:6][CH:7]=1 |f:1.2.3.4|. Procedure: The recombinant E. coli obtained in Example 14 was examined for resistance to (S)—N-benzyl-3-aminopyrrolidinone. A cell-free extract of each multiply-mutated strain was obtained using the same process as in Example 13. Subsequently, 900 μL of a 0.1 M potassium phosphate buffer (pH 6.3) containing 0.83% of (S)—N-benzyl-3-aminopyrrolidinone was added to 100 μL of the cell-free extract and incubated at 35° C. The mixture was sampled in an amount of 100 μL at reaction times 0 and 2.5 hours, respecti... The reactants are COC1=CC=C(C=C1)C=1N=NC(=CC1C1=CC=C(C=C1)OC)Cl (3,4-bis(4-methoxyphenyl)-6-chloropyridazine), FC1=C(C=C(C=C1)F)O (2,5-difluorophenol). Product: COC1=CC=C(C=C1)C=1N=NC(=CC1C1=CC=C(C=C1)OC)OC1=C(C=CC(=C1)F)F (3,4-bis(4-methoxyphenyl)-6-(2,5-difluorophenoxy)pyridazine), powder. Isolated yield 91.5%. RXN SMILES: [CH3:1][O:2][C:3]1[CH:8]=[CH:7][C:6]([C:9]2[N:10]=[N:11][C:12](Cl)=[CH:13][C:14]=2[C:15]2[CH:20]=[CH:19][C:18]([O:21][CH3:22])=[CH:17][CH:16]=2)=[CH:5][CH:4]=1.[F:24][C:25]1[CH:30]=[CH:29][C:28]([F:31])=[CH:27][C:26]=1[OH:32]>>[CH3:1][O:2][C:3]1[CH:8]=[CH:7][C:6]([C:9]2[N:10]=[N:11][C:12]([O:32][C:26]3[CH:27]=[C:28]([F:31])[CH:29]=[CH:30][C:25]=3[F:24])=[CH:13][C:14]=2[C:15]2[CH:20]=[CH:19][C:18]([O:21][CH3:22])=[CH:17][CH:16]=2)=[CH:5][CH:4]=1. Procedure details: In a similar manner as in Example 2, 3,4-bis(4-methoxyphenyl)-6-chloropyridazine (200 mg, 0.613 mmol) and 2,5-difluorophenol were reacted as starting materials at 150° C. for 24 hours and post-treatment was then conducted, whereby the title compound was obtained as a colorless crystalline powder (235.5 mg, 91.5%). Melting point: 174.4-175.2° C. (chloroform-hexane). Reactants: 1.5, C([O-])([O-])=O.[K+].[K+] (potassium carbonate), C(C1=CC=CC=C1)N1N=NC(=C1)C1=CN(C=2N=CN=C(C21)OCCOC)C(=O)OC(C)(C)C (tert-butyl 5-(1-benzyl-1H-1,2,3-triazol-4-yl)-4-(2-methoxy-ethoxy)pyrrolo[2,3-d]pyrimidine-7-carboxylate). Run in CO (methanol). Conditions: time 1 hour. Product: C(C1=CC=CC=C1)N1N=NC(=C1)C1=CNC=2N=CN=C(C21)OCCOC (5-(1-benzyl-1H-1,2,3-triazol-4-yl)-4-(2-methoxyethoxy)-7H-pyrrolo[2,3-d]pyrimidine). RXN SMILES: C(=O)([O-])[O-].[K+].[K+].[CH2:7]([N:14]1[CH:18]=[C:17]([C:19]2[C:27]3[C:26]([O:28][CH2:29][CH2:30][O:31][CH3:32])=[N:25][CH:24]=[N:23][C:22]=3[N:21](C(OC(C)(C)C)=O)[CH:20]=2)[N:16]=[N:15]1)[C:8]1[CH:13]=[CH:12][CH:11]=[CH:10][CH:9]=1>CO>[CH2:7]([N:14]1[CH:18]=[C:17]([C:19]2[C:27]3[C:26]([O:28][CH2:29][CH2:30][O:31][CH3:32])=[N:25][CH:24]=[N:23][C:22]=3[NH:21][CH:20]=2)[N:16]=[N:15]1)[C:8]1[CH:13]=[CH:12][CH:11]=[CH:10][CH:9]=1 |f:0.1.2|. Procedure: 1.5 195 mg (1.40 mmol) of potassium carbonate are added to a solution of 197 mg (0.56 mmol) of tert-butyl 5-(1-benzyl-1H-1,2,3-triazol-4-yl)-4-(2-methoxy-ethoxy)pyrrolo[2,3-d]pyrimidine-7-carboxylate in 2.8 ml of methanol, and the mixture is stirred at room temperature for 1 hour. The reaction mixture is adsorbed onto kieselguhr and chromatographed on a silica-gel column with dichloromethane/methanol/ammonia water as eluent: 5-(1-benzyl-1H-1,2,3-triazol-4-yl)-4-(2-methoxyethoxy)-7H-pyrrolo[2,3-d... Reactants: CC1(CC(CC(C1)(C)C)C1=C(C=CC=C1)N1CCNCC1)C (1-[2-(3,3,5,5-tetramethylcyclohexyl)phenyl]piperazine), C(C)OC1(CC1)O[Si](C)(C)C ([(1-ethoxycyclopropyl)oxy]trimethylsilane), [B-]C#N.[Na+] (sodium cyanotrihydroborate), C(C)(=O)O (acetic acid), 3A. The solvent is C(C)(=O)OCC (Ethyl acetate), CO (methanol). Conditions: temperature 80 celsius, time 30 minute. Product: C1(CC1)N1CCN(CC1)C1=C(C=CC=C1)C1CC(CC(C1)(C)C)(C)C (1-cyclopropyl-4-[2-(3,3,5,5-tetramethylcyclohexyl)phenyl]piperazine). Reaction SMILES: [CH3:1][C:2]1([CH3:22])[CH2:7][C:6]([CH3:9])([CH3:8])[CH2:5][CH:4]([C:10]2[CH:15]=[CH:14][CH:13]=[CH:12][C:11]=2[N:16]2[CH2:21][CH2:20][NH:19][CH2:18][CH2:17]2)[CH2:3]1.C(O[C:26]1(O[Si](C)(C)C)[CH2:28][CH2:27]1)C.[B-]C#N.[Na+].C(O)(=O)C>CO.C(OCC)(=O)C>[CH:26]1([N:19]2[CH2:18][CH2:17][N:16]([C:11]3[CH:12]=[CH:13][CH:14]=[CH:15][C:10]=3[CH:4]3[CH2:3][C:2]([CH3:22])([CH3:1])[CH2:7][C:6]([CH3:8])([CH3:9])[CH2:5]3)[CH2:21][CH2:20]2)[CH2:28][CH2:27]1 |f:2.3|. Procedure: To a solution of 1-[2-(3,3,5,5-tetramethylcyclohexyl)phenyl]piperazine (30 mg, 0.1 mmol) produced in Example (8b) in methanol (3 mL) were added [(1-ethoxycyclopropyl)oxy]trimethylsilane (105 mg, 0.6 mmol), sodium cyanotrihydroborate (28.3 mg, 0.45 mmol), acetic acid (60.1 mg, 1 mmol) and molecular sieves 3A (50 mg) in that order, followed by stirring for 5 hours and 30 minutes at an external temperature of 80° C. Ethyl acetate was added to the reaction mixture, which was filtered through Celite,... Starting materials: O=C(O)CCCCCCCCCCBr, CCO, NC(N)=S, [Na+], [OH-], O. Yields the product O=C(O)CCCCCCCCCCS. Reaction SMILES: [Br:1][CH2:2][CH2:3][CH2:4][CH2:5][CH2:6][CH2:7][CH2:8][CH2:9][CH2:10][CH2:11][C:12](=[O:13])[OH:14].[CH3:19][CH2:20][OH:21].[NH2:15][C:16]([NH2:17])=[S:18].[Na+:23].[OH-:22].[OH2:24]>>[CH2:2]([CH2:3][CH2:4][CH2:5][CH2:6][CH2:7][CH2:8][CH2:9][CH2:10][CH2:11][C:12](=[O:13])[OH:14])[SH:18]. The reactants are Cn1cc(-c2n[nH]c(=O)n2-c2cn(CCCBr)c3ccc(F)cc23)c2cc(F)ccc21, CCO, NC(N)=S. Product: Br, Cn1cc(-c2n[nH]c(=O)n2-c2cn(CCCSC(=N)N)c3ccc(F)cc23)c2cc(F)ccc21. As a reaction SMILES: [Br:1][CH2:2][CH2:3][CH2:4][n:5]1[cH:6][c:7](-[n:15]2[c:16](=[O:31])[nH:17][n:18][c:19]2-[c:20]2[cH:21][n:22]([CH3:30])[c:23]3[cH:24][cH:25][c:26]([F:29])[cH:27][c:28]23)[c:8]2[cH:9][c:10]([F:14])[cH:11][cH:12][c:13]12.[CH3:36][CH2:37][OH:38].[NH2:32][C:33]([NH2:34])=[S:35]>>[BrH:1].[CH2:2]([CH2:3][CH2:4][n:5]1[cH:6][c:7](-[n:15]2[c:16](=[O:31])[nH:17][n:18][c:19]2-[c:20]2[cH:21][n:22]([CH3:30])[c:23]3[cH:24][cH:25][c:26]([F:29])[cH:27][c:28]23)[c:8]2[cH:9][c:10]([F:14])[cH:11][cH:12][c:13]12)[S:35][C:33](=[NH:32])[NH2:34]. Starting materials: CC(C)O, Cl, [Na], CC(C)OC(=O)CN1C(=O)c2ccccc2S1(=O)=O, O. Yields the product CC(C)OC(=O)C1=C(O)c2ccccc2S(=O)(=O)N1. RXN SMILES: [CH:23]([OH:24])([CH3:25])[CH3:26].[ClH:21].[Na:1].[O:2]=[C:3]1[N:4]([CH2:14][C:15](=[O:16])[O:17][CH:18]([CH3:19])[CH3:20])[S:5](=[O:12])(=[O:13])[c:6]2[c:7]1[cH:8][cH:9][cH:10][cH:11]2.[OH2:22]>>[OH:2][C:3]1=[C:14]([C:15](=[O:16])[O:17][CH:18]([CH3:19])[CH3:20])[NH:4][S:5](=[O:12])(=[O:13])[c:6]2[c:7]1[cH:8][cH:9][cH:10][cH:11]2. Starting materials: CCOC(C)=O, CC(=O)N1C(=O)C2(CC2)c2cc(Oc3cc(F)c(C(F)(F)F)c(Cl)c3)ccc21, O, O=S(=O)(O)O. Yields the product O=C1Nc2ccc(Oc3cc(F)c(C(F)(F)F)c(Cl)c3)cc2C12CC2. As a reaction SMILES: [CH3:34][CH2:35][O:36][C:37](=[O:38])[CH3:39].[Cl:1][c:2]1[c:3]([C:25]([F:26])([F:27])[F:28])[c:4]([F:24])[cH:5][c:6]([O:8][c:9]2[cH:10][c:11]3[c:12]([cH:13][cH:14]2)[N:15]([C:21](=[O:22])[CH3:23])[C:16](=[O:20])[C:17]32[CH2:18][CH2:19]2)[cH:7]1.[OH2:40].[S:29](=[O:30])(=[O:31])([OH:32])[OH:33]>>[Cl:1][c:2]1[c:3]([C:25]([F:26])([F:27])[F:28])[c:4]([F:24])[cH:5][c:6]([O:8][c:9]2[cH:10][c:11]3[c:12]([cH:13][cH:14]2)[NH:15][C:16](=[O:20])[C:17]32[CH2:18][CH2:19]2)[cH:7]1.